The task is: describe an organic reaction: reactants, conditions, products, and yield. This data is from the Open Reaction Database (ORD), a public repository of structured organic reaction records. Starting materials: COC(=O)c1cc(-n2cc(Br)nc(Br)c2=O)c(C)cc1F, NC1(c2ccccc2OCc2ccccc2)CC1, CCN(C(C)C)C(C)C, Cl, C1COCCO1. Reaction SMILES: [Br:19][c:20]1[c:21](=[O:39])[n:22](-[c:27]2[c:28]([CH3:38])[cH:29][c:30]([F:37])[c:31]([C:32](=[O:33])[O:34][CH3:35])[cH:36]2)[cH:23][c:24]([Br:26])[n:25]1.[CH2:1]([c:2]1[cH:3][cH:4][cH:5][cH:6][cH:7]1)[O:8][c:9]1[c:10]([C:15]2([NH2:18])[CH2:16][CH2:17]2)[cH:11][cH:12][cH:13][cH:14]1.[CH:40]([N:41]([CH2:42][CH3:43])[CH:44]([CH3:45])[CH3:46])([CH3:47])[CH3:48].[ClH:55].[O:49]1[CH2:50][CH2:51][O:52][CH2:53][CH2:54]1>>[CH2:1]([c:2]1[cH:3][cH:4][cH:5][cH:6][cH:7]1)[O:8][c:9]1[c:10]([C:15]2([NH:18][c:20]3[c:21](=[O:39])[n:22](-[c:27]4[c:28]([CH3:38])[cH:29][c:30]([F:37])[c:31]([C:32](=[O:33])[O:34][CH3:35])[cH:36]4)[cH:23][c:24]([Br:26])[n:25]3)[CH2:16][CH2:17]2)[cH:11][cH:12][cH:13][cH:14]1. Yields the product COC(=O)c1cc(-n2cc(Br)nc(NC3(c4ccccc4OCc4ccccc4)CC3)c2=O)c(C)cc1F. Reactants: O=S(=O)(Oc1ccc2ccccc2c1-c1nnc(Cl)c2ccccc12)C(F)(F)F, CC(N)c1ccccc1. The product is CC(Nc1nnc(-c2c(OS(=O)(=O)C(F)(F)F)ccc3ccccc23)c2ccccc12)c1ccccc1. Reaction SMILES: [Cl:1][c:2]1[n:3][n:4][c:5](-[c:12]2[c:13]([O:22][S:23](=[O:24])(=[O:25])[C:26]([F:27])([F:28])[F:29])[cH:14][cH:15][c:16]3[cH:17][cH:18][cH:19][cH:20][c:21]23)[c:6]2[cH:7][cH:8][cH:9][cH:10][c:11]12.[c:30]1([CH:36]([CH3:37])[NH2:38])[cH:31][cH:32][cH:33][cH:34][cH:35]1>>[c:2]1([NH:38][CH:36]([c:30]2[cH:31][cH:32][cH:33][cH:34][cH:35]2)[CH3:37])[n:3][n:4][c:5](-[c:12]2[c:13]([O:22][S:23](=[O:24])(=[O:25])[C:26]([F:27])([F:28])[F:29])[cH:14][cH:15][c:16]3[cH:17][cH:18][cH:19][cH:20][c:21]23)[c:6]2[cH:7][cH:8][cH:9][cH:10][c:11]12. Reactants: [Br-], CC(C)CC(C=O)NC(=O)OC(C)(C)C, C=C[Mg+], C1CCOC1. The product is C=CC(O)C(CC(C)C)NC(=O)OC(C)(C)C. Reaction SMILES: [Br-:16].[C:1](=[O:2])([O:3][C:4]([CH3:5])([CH3:6])[CH3:7])[NH:8][CH:9]([CH2:10][CH:11]([CH3:12])[CH3:13])[CH:14]=[O:15].[CH:17](=[CH2:18])[Mg+:19].[O:20]1[CH2:21][CH2:22][CH2:23][CH2:24]1>>[C:1](=[O:2])([O:3][C:4]([CH3:5])([CH3:6])[CH3:7])[NH:8][CH:9]([CH2:10][CH:11]([CH3:12])[CH3:13])[CH:14]([OH:15])[CH:17]=[CH2:18]. Reactants: C(C)(=O)O[BH-](OC(C)=O)OC(C)=O.[Na+] (Sodium triacetoxyborohydride), NC=1C(=NC=CC1)Cl (3-amino-2-chloropyridine), O=C1CCN(CC1)C(=O)OCC (ethyl 4-oxo-1-piperidinecarboxylate), [F-].[K+] (KF), FC(C(=O)O)(F)F (Trifluoroacetic acid). Run in O (water). Conditions: temperature 25 celsius, time 5 minute. Yields the product ClC1=NC=CC=C1NC1CCN(CC1)C(=O)OCC (Ethyl 4-[(2-chloropyridin-3-yl)amino]piperidine-1-carboxylate). Reaction SMILES: [NH2:1][C:2]1[C:3]([Cl:8])=[N:4][CH:5]=[CH:6][CH:7]=1.O=[C:10]1[CH2:15][CH2:14][N:13]([C:16]([O:18][CH2:19][CH3:20])=[O:17])[CH2:12][CH2:11]1.FC(F)(F)C(O)=O.C(O[BH-](OC(=O)C)OC(=O)C)(=O)C.[Na+].[F-].[K+]>O>[Cl:8][C:3]1[C:2]([NH:1][CH:10]2[CH2:15][CH2:14][N:13]([C:16]([O:18][CH2:19][CH3:20])=[O:17])[CH2:12][CH2:11]2)=[CH:7][CH:6]=[CH:5][N:4]=1 |f:3.4,5.6|. Procedure details: To a 1 L three-neck RB-flask equipped with a mechanical agitator and temperature probe was charged 3-amino-2-chloropyridine (37.9 g, 0.294 mol, 100 mol %) and ethyl 4-oxo-1-piperidinecarboxylate (55.5 g, 0.324 mol, 110 mol %) followed by IPAC (500 mL). The mixture became homogeneous after 5 min agitation (16° C.). Trifluoroacetic acid (44 mL, 0.590 mol, 200 mol %) was charged to the mixture over 30 s, causing an increase in temperature to 25° C. (no cooling used). Sodium triacetoxyborohydride (7... Starting materials: C(C)(=O)Cl (acetyl chloride), S(=O)(Cl)Cl (thionyl chloride), COC(C1=CC(=C(C=C1)Cl)Cl)OC (3,4-dichlorobenzaldehyde dimethyl acetal). Reaction conditions: time 22 hour. The product is ClC=1C=C(C(OC)Cl)C=CC1Cl (3,4-Dichloro-α-methoxybenzyl chloride). Isolated yield 99.8%. Reaction SMILES: C([Cl:4])(=O)C.S(Cl)(Cl)=O.[CH3:9][O:10][CH:11](OC)[C:12]1[CH:17]=[CH:16][C:15]([Cl:18])=[C:14]([Cl:19])[CH:13]=1>>[Cl:19][C:14]1[CH:13]=[C:12]([CH:17]=[CH:16][C:15]=1[Cl:18])[CH:11]([Cl:4])[O:10][CH3:9]. Procedure: A mixture of acetyl chloride (77 g) and thionyl chloride (0.8 ml) was added, with stirring, to 3,4-dichlorobenzaldehyde dimethyl acetal (110 g). The mixture was kept at laboratory temperature (about 27° C.) for 22 hours and then evaporated at 30° C. under reduced pressure (0.15 mm Hg) for about 4 hours until constant in weight. 3,4-Dichloro-α-methoxybenzyl chloride (112 g) was thus obtained as an oil, which was used without further purification as a starting material in the above preparations. Reactants: BrC1=CN(C=2N=CN=C(C21)N2CCC(CC2)NC(C2=CC=CC=C2)=O)S(=O)(=O)C2=CC=CC=C2 (N-{1-[5-bromo-7-(phenylsulfonyl)-7H-pyrrolo[2,3-d]pyrimidin-4-yl]-4-piperidinyl}benzamide), CN1N=CC(=C1)B1OC(C(O1)(C)C)(C)C (1-methyl-4-(4,4,5,5-tetramethyl-1,3,2-dioxaborolan-2-yl)-1H-pyrazole), O.O.O.P(=O)([O-])([O-])[O-].[K+].[K+].[K+] (potassium phosphate trihydrate), O (water). The reagents and catalysts are C=1C=CC(=CC1)[P](C=2C=CC=CC2)(C=3C=CC=CC3)[Pd]([P](C=4C=CC=CC4)(C=5C=CC=CC5)C=6C=CC=CC6)([P](C=7C=CC=CC7)(C=8C=CC=CC8)C=9C=CC=CC9)[P](C=1C=CC=CC1)(C=1C=CC=CC1)C=1C=CC=CC1 (palladium tetrakis). The solvent is O1CCOCC1 (1,4-dioxane). Product: CN1N=CC(C1)C1=CN(C=2N=CN=C(C21)N2CCC(CC2)NC(C2=CC=CC=C2)=O)S(=O)(=O)C2=CC=CC=C2 (N-{1-[5-(1-methyl-4H-pyrazol-4-yl)-7-(phenylsulfonyl)-7H-pyrrolo[2,3-d]pyrimidin-4-yl]-4-piperidinyl}benzamide). As a reaction SMILES: Br[C:2]1[C:10]2[C:9]([N:11]3[CH2:16][CH2:15][CH:14]([NH:17][C:18](=[O:25])[C:19]4[CH:24]=[CH:23][CH:22]=[CH:21][CH:20]=4)[CH2:13][CH2:12]3)=[N:8][CH:7]=[N:6][C:5]=2[N:4]([S:26]([C:29]2[CH:34]=[CH:33][CH:32]=[CH:31][CH:30]=2)(=[O:28])=[O:27])[CH:3]=1.[CH3:35][N:36]1[CH:40]=[C:39](B2OC(C)(C)C(C)(C)O2)[CH:38]=[N:37]1.O.O.O.P([O-])([O-])([O-])=O.[K+].[K+].[K+].O>O1CCOCC1.C1C=CC([P]([Pd]([P](C2C=CC=CC=2)(C2C=CC=CC=2)C2C=CC=CC=2)([P](C2C=CC=CC=2)(C2C=CC=CC=2)C2C=CC=CC=2)[P](C2C=CC=CC=2)(C2C=CC=CC=2)C2C=CC=CC=2)(C2C=CC=CC=2)C2C=CC=CC=2)=CC=1>[CH3:35][N:36]1[CH2:40][CH:39]([C:2]2[C:10]3[C:9]([N:11]4[CH2:16][CH2:15][CH:14]([NH:17][C:18](=[O:25])[C:19]5[CH:24]=[CH:23][CH:22]=[CH:21][CH:20]=5)[CH2:13][CH2:12]4)=[N:8][CH:7]=[N:6][C:5]=3[N:4]([S:26]([C:29]3[CH:34]=[CH:33][CH:32]=[CH:31][CH:30]=3)(=[O:28])=[O:27])[CH:3]=2)[CH:38]=[N:37]1 |f:2.3.4.5.6.7.8,^1:71,73,92,111|. Procedure details: N-{1-[5-bromo-7-(phenylsulfonyl)-7H-pyrrolo[2,3-d]pyrimidin-4-yl]-4-piperidinyl}benzamide D6 (400 mg), 1-methyl-4-(4,4,5,5-tetramethyl-1,3,2-dioxaborolan-2-yl)-1H-pyrazole (185 mg, 0.89 mmol, commercially available from Maybridge, Sigma-Aldrich and Fluorochem), potassium phosphate trihydrate (590 mg, 2.22 mmol), palladium tetrakis (26 mg, 0.022 mmol) were dissolved in 1,4-dioxane (10 ml) and water (2 ml) and stirred under nitrogen at 90° C. overnight. Cooled to room temperature and the solvent r...